This data is from the Open Reaction Database (ORD), a public repository of structured organic reaction records. The task is: describe an organic reaction: reactants, conditions, products, and yield Starting materials: O=C1CCC(=O)C1, CSC, [Cu]Br, [H-], [Na+], FCC1(CF)Oc2ccc(C(F)(F)C(F)(F)F)cc2C2OC21, C1CCOC1, O, O=S(=O)(O)O. The product is O=C1C=C(OC2c3cc(C(F)(F)C(F)(F)F)ccc3OC(CF)(CF)C2O)CC1. RXN SMILES: [C:1]1(=[O:7])[CH2:2][C:3](=[O:6])[CH2:4][CH2:5]1.[CH3:10][S:11][CH3:12].[Cu:45][Br:46].[H-:8].[Na+:9].[O:13]1[CH:14]2[C:15]([CH2:31][F:32])([CH2:33][F:34])[O:16][c:17]3[c:18]([cH:20][c:21]([C:24]([C:25]([F:26])([F:27])[F:28])([F:29])[F:30])[cH:22][cH:23]3)[CH:19]12.[O:40]1[CH2:41][CH2:42][CH2:43][CH2:44]1.[OH2:47].[S:35](=[O:36])(=[O:37])([OH:38])[OH:39]>>[C:1]1(=[O:7])[CH:2]=[C:3]([O:6][CH:19]2[CH:14]([OH:13])[C:15]([CH2:31][F:32])([CH2:33][F:34])[O:16][c:17]3[c:18]2[cH:20][c:21]([C:24]([C:25]([F:26])([F:27])[F:28])([F:29])[F:30])[cH:22][cH:23]3)[CH2:4][CH2:5]1.